Dataset: the Open Reaction Database (ORD), a public repository of structured organic reaction records. Task: describe an organic reaction: reactants, conditions, products, and yield Reactants: CC(C)(C)OC(=O)NC(Cc1ccc(B2OC(C)(C)C(C)(C)O2)cc1)C(=O)O, O=C=O, C1CCOC1, CCO, Nc1nc(Cl)cc(Cl)n1, CC(=O)[O-], CC(=O)[O-], [Pd+2], c1ccc(P(c2ccccc2)c2ccccc2)cc1. Yields the product CC(C)(C)OC(=O)NC(Cc1ccc(-c2cc(Cl)nc(N)n2)cc1)C(=O)O. RXN SMILES: [C:1]([CH3:2])([CH3:3])([CH3:4])[O:5][C:6](=[O:7])[NH:8][CH:9]([C:10](=[O:11])[OH:12])[CH2:13][c:14]1[cH:15][cH:16][c:17]([B:20]2[O:21][C:22]([CH3:23])([CH3:24])[C:25]([CH3:26])([CH3:27])[O:28]2)[cH:18][cH:19]1.[C:57](=[O:58])=[O:59].[CH2:69]1[O:70][CH2:71][CH2:72][CH2:73]1.[CH3:74][CH2:75][OH:76].[NH2:29][c:30]1[n:31][c:32]([Cl:37])[cH:33][c:34]([Cl:36])[n:35]1.[O-:61][C:62]([CH3:63])=[O:64].[O-:65][C:66]([CH3:67])=[O:68].[Pd+2:60].[c:38]1([P:39]([c:40]2[cH:41][cH:42][cH:43][cH:44][cH:45]2)[c:46]2[cH:47][cH:48][cH:49][cH:50][cH:51]2)[cH:52][cH:53][cH:54][cH:55][cH:56]1>>[C:1]([CH3:2])([CH3:3])([CH3:4])[O:5][C:6](=[O:7])[NH:8][CH:9]([C:10](=[O:11])[OH:12])[CH2:13][c:14]1[cH:15][cH:16][c:17](-[c:34]2[cH:33][c:32]([Cl:37])[n:31][c:30]([NH2:29])[n:35]2)[cH:18][cH:19]1. The reactants are CN(C)C=O (DMF), COC=1C=C(C=CC1N1C=NC(=C1)C)/C=C/C(=O)O ((E)-3-[3-methoxy-4-(4-methyl-1H-imidazol-1-yl)phenyl]acrylic acid), FC1=CC=C(C=C1)C(C)(C)N (1-(4-fluorophenyl)-1-methylethylamine), C=1C=CC2=C(C1)N=NN2O (HOBT). Run in C(CCl)Cl (EDC), C(C)(=O)OCC (ethyl acetate), O (Water). Reaction conditions: time 12 hour. The product is FC1=CC=C(C=C1)C(C)(C)NC(\C=C\C1=CC(=C(C=C1)N1C=NC(=C1)C)OC)=O ((E)-N-[1-(4-fluorophenyl)-1-methyl ethyl]-3-[3-methoxy-4-(4-methyl-1H-imidazol-1-yl)phenyl]acrylamide). The yield is 65.6%. As a reaction SMILES: CN(C=O)C.[CH3:6][O:7][C:8]1[CH:9]=[C:10](/[CH:20]=[CH:21]/[C:22]([OH:24])=O)[CH:11]=[CH:12][C:13]=1[N:14]1[CH:18]=[C:17]([CH3:19])[N:16]=[CH:15]1.[F:25][C:26]1[CH:31]=[CH:30][C:29]([C:32]([NH2:35])([CH3:34])[CH3:33])=[CH:28][CH:27]=1.C1C=CC2N(O)N=NC=2C=1>C(OCC)(=O)C.O.C(Cl)CCl>[F:25][C:26]1[CH:27]=[CH:28][C:29]([C:32]([NH:35][C:22](=[O:24])/[CH:21]=[CH:20]/[C:10]2[CH:11]=[CH:12][C:13]([N:14]3[CH:18]=[C:17]([CH3:19])[N:16]=[CH:15]3)=[C:8]([O:7][CH3:6])[CH:9]=2)([CH3:33])[CH3:34])=[CH:30][CH:31]=1. Reported procedure: To a DMF (5 mL) solution of (E)-3-(3-methoxy-4-(4-methyl-1H-imidazol-1-yl)phenyl)acrylic acid (60 mg) obtained in Example 121, 1-(4-fluorophenyl)-1-methylethylamine (CAS#17797-10-3) (43 mg), EDC (53 mg) and HOBT (38 mg) were added at room temperature under nitrogen atmosphere, and the reaction solution was agitated at room temperature for 12 hours. Water and ethyl acetate were added to the reaction solution, and the organic layer was partitioned. The organic layer was washed with a saturated sod... Reactants: FC=1C=C(C(=CC1)C1=CC=CC=C1)N=C=S (4-fluoro-2-biphenylylisothiocyanate), N (ammonia). Solvent: C(C)O (ethanol). Product: FC1=CC(=C(C=C1)C1=CC=CC=C1)NC(=S)N (N-(4-fluoro-2-biphenylyl)thiourea). Reaction SMILES: [F:1][C:2]1[CH:3]=[C:4]([N:14]=[C:15]=[S:16])[C:5]([C:8]2[CH:13]=[CH:12][CH:11]=[CH:10][CH:9]=2)=[CH:6][CH:7]=1.[NH3:17]>C(O)C>[F:1][C:2]1[CH:7]=[CH:6][C:5]([C:8]2[CH:13]=[CH:12][CH:11]=[CH:10][CH:9]=2)=[C:4]([NH:14][C:15]([NH2:17])=[S:16])[CH:3]=1. Procedure: Reaction of 4-fluoro-2-biphenylylisothiocyanate (12 g) in ethanol (10 ml) with 25% aqueous ammonia solution (40 ml) at ambient temperature for 8 hours gave N-(4-fluoro-2-biphenylyl)thiourea as a white solid (m.p. 185°-187° C.). Starting materials: C(C)(C)(C)NS(=O)(=O)C=1C=NC(=CC1)C=1NC2=CC(=C(C=C2C1S(=O)(=O)C)F)CC (N-tert-butyl-6-(6-ethyl-5-fluoro-3-(methylsulfonyl)-1H-indol-2-yl)pyridine-3-sulfonamide), BrC1=NC=CC=N1 (2-bromopyrimidine), C(=O)([O-])[O-].[K+].[K+] (K2CO3), CN(C)C=O (DMF). Reagents/catalysts: [Cu]I (CuI). The solvent is O (water). Run at temperature 110 celsius. Yields the product C(C)(C)(C)NS(=O)(=O)C=1C=NC(=CC1)C=1N(C2=CC(=C(C=C2C1S(=O)(=O)C)F)CC)C1=NC=CC=N1 (N-tert-butyl-6-(6-ethyl-5-fluoro-3-(methylsulfonyl)-1-(pyrimidin-2-yl)-1H-indol-2-yl)pyridine-3-sulfonamide). Yield: 91.0%. RXN SMILES: [C:1]([NH:5][S:6]([C:9]1[CH:10]=[N:11][C:12]([C:15]2[NH:16][C:17]3[C:22]([C:23]=2[S:24]([CH3:27])(=[O:26])=[O:25])=[CH:21][C:20]([F:28])=[C:19]([CH2:29][CH3:30])[CH:18]=3)=[CH:13][CH:14]=1)(=[O:8])=[O:7])([CH3:4])([CH3:3])[CH3:2].Br[C:32]1[N:37]=[CH:36][CH:35]=[CH:34][N:33]=1.C([O-])([O-])=O.[K+].[K+].CN(C=O)C>O.[Cu]I>[C:1]([NH:5][S:6]([C:9]1[CH:10]=[N:11][C:12]([C:15]2[N:16]([C:32]3[N:37]=[CH:36][CH:35]=[CH:34][N:33]=3)[C:17]3[C:22]([C:23]=2[S:24]([CH3:27])(=[O:26])=[O:25])=[CH:21][C:20]([F:28])=[C:19]([CH2:29][CH3:30])[CH:18]=3)=[CH:13][CH:14]=1)(=[O:8])=[O:7])([CH3:4])([CH3:3])[CH3:2] |f:2.3.4|. Procedure: A mixture of N-tert-butyl-6-(6-ethyl-5-fluoro-3-(methylsulfonyl)-1H-indol-2-yl)pyridine-3-sulfonamide (115 mg, 0.25 mmol), 2-bromopyrimidine (88 mg, 0.55 mmol), CuI (28 mg, 0.15 mmol), K2CO3 (160 mg, 1.15 mmol), and DMF (0.5 mL) was heated at 110° C. for 15 hours. The reaction mixture was diluted in water and extracted into ethyl acetate. The organic layer was washed with water and then with brine. The organic layer was dried over MgSO4, filtered, and concentrated under reduced pressure. Purific... Starting materials: N[C@@H](CS)C(=O)O.OS(=O)(=O)O (cysteine H2SO4), O=C[C@H](O)[C@@H](O)[C@H](O)[C@H](O)CO (glucose), N[C@@H](CS)C(=O)O (cysteine), OS(=O)(=O)O (H2SO4). Product: OCC(=O)[C@@H](O)[C@H](O)[C@H](O)CO (fructose). Reaction SMILES: N[C@H](C(O)=O)CS.OS(O)(=O)=O.N[C@H](C(O)=O)CS.OS(O)(=O)=O.[O:25]=[CH:26][C@@H:27]([C@H:29]([C@@H:31]([C@@H:33]([CH2:35][OH:36])[OH:34])[OH:32])[OH:30])[OH:28]>>[OH:25][CH2:26][C:27]([C@H:29]([C@@H:31]([C@@H:33]([CH2:35][OH:36])[OH:34])[OH:32])[OH:30])=[O:28] |f:0.1|. Procedure details: The glucose isomerase activity in the particles was determined by placing a 0.1 gram of the enzyme in a 250 ml erlenmeyer flask and adding 50 ml of substrate [2M glucose, 20 mM MgSO4.7H2O, 0.5 mM CoCl2.6H2O and 20 mM HEPES (N-2-hydroxyethylpiperazine-N'-2-ethanosulfonic acid) buffer adjusted to pH 8.0]. The dried particles were allowed to hydrate for about one hour at room temperature. At zero time, the flask was placed in a 60° C. water bath. The flask was agitated by a shaker water bath at a r... Reactants: OCC=C(C)CCC=C(C)CCC=C(C)C (farnesol), −COOH, OC(CC(=O)SCCNC(CCNC([C@@H](C(COP(OP(OC[C@@H]1[C@H]([C@H]([C@@H](O1)N1C=NC=2C(N)=NC=NC12)O)OP(=O)(O)O)(=O)O)(=O)O)(C)C)O)=O)=O)(CC(=O)O)C (HMG-CoA), OC(CC(=O)SCCNC(CCNC([C@@H](C(COP(OP(OC[C@@H]1[C@H]([C@H]([C@@H](O1)N1C=NC=2C(N)=NC=NC12)O)OP(=O)(O)O)(=O)O)(=O)O)(C)C)O)=O)=O)(CC(=O)O)C (HMG-CoA). Product: CC(C)=CCC\C(\C)=C\CC\C(\C)=C\CC\C=C(/C)\CC\C=C(/C)\CCC=C(C)C (squalene). As a reaction SMILES: O[CH2:2][CH:3]=[C:4]([CH2:6][CH2:7][CH:8]=[C:9]([CH2:11][CH2:12][CH:13]=[C:14]([CH3:16])[CH3:15])[CH3:10])[CH3:5].O[C:18]([CH3:74])([CH2:70][C:71](O)=O)[CH2:19][C:20](SCCNC(=O)CCNC(=O)[C@H](O)C(C)(C)COP(O)(=O)OP(O)(=O)OC[C@H]1O[C@@H](N2C3N=CN=C(N)C=3N=C2)[C@H](O)[C@@H]1OP(O)(O)=O)=O>>[CH3:15][C:14](=[CH:13][CH2:12][CH2:11]/[C:9](=[CH:8]/[CH2:7][CH2:6]/[C:4](=[CH:3]/[CH2:2][CH2:2]/[CH:3]=[C:4](/[CH2:6][CH2:71]/[CH:70]=[C:18](/[CH2:19][CH2:20][CH:8]=[C:9]([CH3:11])[CH3:10])\[CH3:74])\[CH3:5])/[CH3:5])/[CH3:10])[CH3:16]. Procedure details: A further embodiment of the present invention is the use of a microorganism which has been genetically modified to increase the action of HMG-CoA reductase. It should be noted that reference to increasing the action of HMG-CoA reductase and other enzymes discussed herein refers to any genetic modification in the microorganism in question which results in increased functionality of the enzymes and includes higher activity of the enzymes, reduced inhibition or degradation of the enzymes and overex... Reactants: CN1CCCC1=O, CCOC(C)=O, N#C[Cu], FC(F)(F)c1ccc2oc(-c3ccncc3I)nc2c1, O. Yields the product N#Cc1cnccc1-c1nc2cc(C(F)(F)F)ccc2o1. Reaction SMILES: [CH3:24][N:25]1[CH2:26][CH2:27][CH2:28][C:29]1=[O:30].[CH3:32][CH2:33][O:34][C:35](=[O:36])[CH3:37].[Cu:21][C:22]#[N:23].[I:1][c:2]1[cH:3][n:4][cH:5][cH:6][c:7]1-[c:8]1[o:9][c:10]2[c:11]([n:12]1)[cH:13][c:14]([C:17]([F:18])([F:19])[F:20])[cH:15][cH:16]2.[OH2:31]>>[c:2]1([C:22]#[N:23])[cH:3][n:4][cH:5][cH:6][c:7]1-[c:8]1[o:9][c:10]2[c:11]([n:12]1)[cH:13][c:14]([C:17]([F:18])([F:19])[F:20])[cH:15][cH:16]2. The reactants are ClC1=NC(=NC(=N1)C1=CC=CC=C1)C1=CC=CC=C1 (2-chloro-4,6-diphenyl-1,3,5-triazine), CCCCCC (hexane), BrC1=CC=C(C=C1)Br (1,4-Dibromobenzene). Run in O1CCCC1 (tetrahydrofuran), O1CCCC1 (tetrahydrofuran). Run at temperature -70 celsius, time 30 minute. Yields the product BrC1=CC=C(C=C1)C1=NC(=NC(=N1)C1=CC=CC=C1)C1=CC=CC=C1 (2-(4-bromophenyl)-4,6-diphenyl-1,3,5-triazine). Isolated yield 34.0%. RXN SMILES: Br[C:2]1[CH:7]=[CH:6][C:5]([Br:8])=[CH:4][CH:3]=1.CCCCCC.Cl[C:16]1[N:21]=[C:20]([C:22]2[CH:27]=[CH:26][CH:25]=[CH:24][CH:23]=2)[N:19]=[C:18]([C:28]2[CH:33]=[CH:32][CH:31]=[CH:30][CH:29]=2)[N:17]=1>O1CCCC1>[Br:8][C:5]1[CH:6]=[CH:7][C:2]([C:16]2[N:21]=[C:20]([C:22]3[CH:27]=[CH:26][CH:25]=[CH:24][CH:23]=3)[N:19]=[C:18]([C:28]3[CH:29]=[CH:30][CH:31]=[CH:32][CH:33]=3)[N:17]=2)=[CH:3][CH:4]=1. Procedure details: 1,4-Dibromobenzene 2.64 g (11.2 mmol) was dissolved in 30 mL of dried tetrahydrofuran and cooled down to −70° C. A hexane solution (1.6M) 7.4 mL (11.8 mmol) was dropwise added slowly to the above solution and stirred at −70° C. for 30 minutes. A tetrahydrofuran solution of 2-chloro-4,6-diphenyl-1,3,5-triazine 3.00 g (11.2 mmol) was dropwise added to the above mixture at −70° and stirred at −70° C. for 30 minutes, and then the solution was heated slowly up to room temperature and stirred further ...